Task: describe an organic reaction: reactants, conditions, products, and yield. Dataset: the Open Reaction Database (ORD), a public repository of structured organic reaction records Starting materials: N1(CCCC1)CC1=CC=C(N)C=C1 (4-(pyrrolidin-1-ylmethyl)aniline), CC1(C2=CC=C(C=C2OC=2C=C(C=CC12)P(C1=CC=CC=C1)C1=CC=CC=C1)P(C1=CC=CC=C1)C1=CC=CC=C1)C ((9,9-dimethyl-9H-xanthene-3,6-diyl)bis(diphenylphosphine)), C(C)(C)(C)C1=CC=C(C=C1)N1C(N(C(C1=O)(C)C)CC1=CC(=NC=C1)Cl)=O (3-(4-tert-butylphenyl)-1-[(2-chloropyridin-4-yl)methyl]-5,5-dimethylimidazolidine-2,4-dione), C([O-])([O-])=O.[Cs+].[Cs+] (caesium carbonate). The reagents and catalysts are C(C)(=O)[O-].C(C)(=O)[O-].[Pd+2] (palladium diacetate). Solvent: O1CCOCC1 (dioxane). Run at temperature 90 celsius. Yields the product C(C)(C)(C)C1=CC=C(C=C1)N1C(N(C(C1=O)(C)C)CC1=CC(=NC=C1)NC1=CC=C(C=C1)CN1CCCC1)=O (3-(4-tert-butylphenyl)-5,5-dimethyl-1-[(2-{[4-(pyrrolidin-1-ylmethyl)phenyl]amino}pyridin-4-yl)methyl]imidazolidine-2,4-dione). The yield is 5.7%. RXN SMILES: [C:1]([C:5]1[CH:10]=[CH:9][C:8]([N:11]2[C:15](=[O:16])[C:14]([CH3:18])([CH3:17])[N:13]([CH2:19][C:20]3[CH:25]=[CH:24][N:23]=[C:22](Cl)[CH:21]=3)[C:12]2=[O:27])=[CH:7][CH:6]=1)([CH3:4])([CH3:3])[CH3:2].[N:28]1([CH2:33][C:34]2[CH:40]=[CH:39][C:37]([NH2:38])=[CH:36][CH:35]=2)[CH2:32][CH2:31][CH2:30][CH2:29]1.C(=O)([O-])[O-].[Cs+].[Cs+].CC1(C)C2C=CC(P(C3C=CC=CC=3)C3C=CC=CC=3)=CC=2OC2C1=CC=C(P(C1C=CC=CC=1)C1C=CC=CC=1)C=2>O1CCOCC1.C([O-])(=O)C.C([O-])(=O)C.[Pd+2]>[C:1]([C:5]1[CH:10]=[CH:9][C:8]([N:11]2[C:15](=[O:16])[C:14]([CH3:18])([CH3:17])[N:13]([CH2:19][C:20]3[CH:25]=[CH:24][N:23]=[C:22]([NH:38][C:37]4[CH:36]=[CH:35][C:34]([CH2:33][N:28]5[CH2:32][CH2:31][CH2:30][CH2:29]5)=[CH:40][CH:39]=4)[CH:21]=3)[C:12]2=[O:27])=[CH:7][CH:6]=1)([CH3:4])([CH3:3])[CH3:2] |f:2.3.4,7.8.9|. Procedure: To a solution of 1.15 g of 3-(4-tert-butylphenyl)-1-[(2-chloropyridin-4-yl)methyl]-5,5-dimethylimidazolidine-2,4-dione obtained in stage a) of Example 7 in 50 mL of dioxane are successively added, under argon, 520 mg of 4-(pyrrolidin-1-ylmethyl)aniline obtained in stage c) below, 3.4 g of caesium carbonate, 207 mg of (9,9-dimethyl-9H-xanthene-3,6-diyl)bis(diphenylphosphine) [xantphos] and 67 mg of palladium diacetate. The reaction mixture is heated at 90° C. for 6 hours, filtered and concentrate... The reactants are C(C)OC(=O)C=1C(=C2C(=CN1)N(C(=C2Br)Br)CC2=CC=CC=C2)O (1-benzyl-2,3-dibromo-4-hydroxy-1H-pyrrolo[2,3-c]pyridine-5-carboxylic acid ethyl ester), C1CC(=O)N(C1=O)Br (NBS), C(=O)(C1=CC=CC=C1)OOC(=O)C1=CC=CC=C1 (BzOOBz). The product is C(C)OC(=O)C=1C(=C2C(=C(N1)Br)N(C(=C2Br)Br)CC2=CC=CC=C2)O (1-Benzyl-2,3,7-tribromo-4-hydroxy-1H-pyrrolo[2,3-c]pyridine-5-carboxylic acid ethyl ester). RXN SMILES: [CH2:1]([O:3][C:4]([C:6]1[C:7]([OH:24])=[C:8]2[C:14]([Br:15])=[C:13]([Br:16])[N:12]([CH2:17][C:18]3[CH:23]=[CH:22][CH:21]=[CH:20][CH:19]=3)[C:9]2=[CH:10][N:11]=1)=[O:5])[CH3:2].C1C(=O)N([Br:32])C(=O)C1.C(OOC(C1C=CC=CC=1)=O)(C1C=CC=CC=1)=O>>[CH2:1]([O:3][C:4]([C:6]1[C:7]([OH:24])=[C:8]2[C:14]([Br:15])=[C:13]([Br:16])[N:12]([CH2:17][C:18]3[CH:19]=[CH:20][CH:21]=[CH:22][CH:23]=3)[C:9]2=[C:10]([Br:32])[N:11]=1)=[O:5])[CH3:2]. Procedure: Prepared in analogy to that of Example 103(a) from 1-benzyl-2,3-dibromo-4-hydroxy-1H-pyrrolo[2,3-c]pyridine-5-carboxylic acid ethyl ester, NBS and BzOOBz. The title compound, ESI MS (m/z): 531 (M+H)+. Starting materials: COC=1C=C2C=CC=[N+](C2=CC1)[O-] (6-methoxyquinoline N-oxide), O=P(Cl)(Cl)Cl (POCl3), C(=O)([O-])[O-].[Na+].[Na+] (Na2CO3). Run in C(Cl)(Cl)Cl (CHCl3). Run at temperature 80 celsius, time 30 minute. Yields the product ClC1=NC2=CC=C(C=C2C=C1)OC (2-chloro-6-methoxyquinoline). Yield: 44.5%. As a reaction SMILES: [CH3:1][O:2][C:3]1[CH:4]=[C:5]2[C:10](=[CH:11][CH:12]=1)[N+:9]([O-])=[CH:8][CH:7]=[CH:6]2.O=P(Cl)(Cl)[Cl:16].C([O-])([O-])=O.[Na+].[Na+]>C(Cl)(Cl)Cl>[Cl:16][C:8]1[CH:7]=[CH:6][C:5]2[C:10](=[CH:11][CH:12]=[C:3]([O:2][CH3:1])[CH:4]=2)[N:9]=1 |f:2.3.4|. Reported procedure: A solution of 6-methoxyquinoline N-oxide (5.0 g, 29 mmol) in CHCl3 (30 mL) was treated by slow addition of POCl3 (5.3 mL, 57 mmol) at 0° C. The mixture was heated at 80° C. for 14 hours. The mixture was cooled and poured onto ice. After stirring for 30 min., the aqueous layer was adjusted to pH 9 by Na2CO3 addition. The mixture was extracted with CH2Cl2. The organic layer was worked-up. HPLC (1:10 EtOAc/hexane) gave 2.5g (46%) of 2-chloro-6-methoxyquinoline as a white solid, (M+) 193(100). Reactants: COc1ccc2cc(C(C)C(=O)O)ccc2c1, Cc1ccc(CN)cc1. The reagents and catalysts are CN(C)C(=[N+](C)C)ON1C(=O)C2=C(C1=O)C(=C(C(=C2Cl)Cl)Cl)Cl.F[P-](F)(F)(F)(F)F (CITU), CN1CCOCC1 (NMM). The solvent is CN(C)C=O (DMF), CN(C)C=O (DMF), CN(C)C=O (DMF), CN(C)C=O (DMF), CN(C)C=O (DMF), CN(C)C=O (DMF). Reaction conditions: temperature 25 celsius, time 2 hour. Yields the product COc1ccc2cc(C(C)C(=O)NCc3ccc(C)cc3)ccc2c1. Isolated yield 5.4%. Reaction SMILES: Cc1ccc(CN)cc1.COc1ccc2cc(C(C)C(=O)O)ccc2c1.CN(C)C(=[N+](C)C)ON1C(=O)C2=C(C1=O)C(=C(C(=C2Cl)Cl)Cl)Cl.F[P-](F)(F)(F)(F)F.CN1CCOCC1.CN(C)C=O>>COc1ccc2cc(C(C)C(=O)NCc3ccc(C)cc3)ccc2c1. The reactants are C(=O)(N1C=NC=C1)N1C=NC=C1 (1,1′-carbonyldiimidazole), FC1=CC=C2C(=NN(C2=C1)CC(=O)N1CCOCC1)C=1N=C2C(=NC1)N(C=C2C(=O)O)COCC[Si](C)(C)C (2-[6-fluoro-1-(2-morpholin-4-yl-2-oxo-ethyl)-1H-indazol-3-yl]-5-(2-trimethylsilanyl-ethoxymethyl)-5H-pyrrolo[2,3-b]pyrazine-7-carboxylic acid), C(C)(C)(C)N (tert-butylamine). Solvent: C1CCOC1 (THF). Run at temperature 60 celsius, time 45 minute. The product is C(C)(C)(C)NC(=O)C1=CN(C2=NC=C(N=C21)C2=NN(C1=CC(=CC=C21)F)CC(=O)N2CCOCC2)COCC[Si](C)(C)C (2-[6-fluoro-1-(2-morpholin-4-yl-2-oxo-ethyl)-1H-indazol-3-yl]-5-(2-trimethylsilanyl-ethoxymethyl)-5H-pyrrolo[2,3-b]pyrazine-7-carboxylic acid tert-butylamide). The yield is 68.9%. RXN SMILES: [F:1][C:2]1[CH:10]=[C:9]2[C:5]([C:6]([C:20]3[N:21]=[C:22]4[C:28]([C:29]([OH:31])=O)=[CH:27][N:26]([CH2:32][O:33][CH2:34][CH2:35][Si:36]([CH3:39])([CH3:38])[CH3:37])[C:23]4=[N:24][CH:25]=3)=[N:7][N:8]2[CH2:11][C:12]([N:14]2[CH2:19][CH2:18][O:17][CH2:16][CH2:15]2)=[O:13])=[CH:4][CH:3]=1.C(N1C=CN=C1)(N1C=CN=C1)=O.[C:52]([NH2:56])([CH3:55])([CH3:54])[CH3:53]>C1COCC1>[C:52]([NH:56][C:29]([C:28]1[C:22]2[C:23](=[N:24][CH:25]=[C:20]([C:6]3[C:5]4[C:9](=[CH:10][C:2]([F:1])=[CH:3][CH:4]=4)[N:8]([CH2:11][C:12]([N:14]4[CH2:19][CH2:18][O:17][CH2:16][CH2:15]4)=[O:13])[N:7]=3)[N:21]=2)[N:26]([CH2:32][O:33][CH2:34][CH2:35][Si:36]([CH3:37])([CH3:38])[CH3:39])[CH:27]=1)=[O:31])([CH3:55])([CH3:54])[CH3:53]. Procedure details: In a 15 ml round-bottomed flask, 2-[6-fluoro-1-(2-morpholin-4-yl-2-oxo-ethyl)-1H-indazol-3-yl]-5-(2-trimethylsilanyl-ethoxymethyl)-5H-pyrrolo[2,3-b]pyrazine-7-carboxylic acid (110 mg, 0.20 mmol) was suspended in THF (3 ml) and 1,1′-carbonyldiimidazole (39 mg, 0.24 mmol) was added. The light yellow suspension was stirred at 60° C. for 45 min during which time all solids dissolved. The reaction mixture was cooled to room temperature, tert-butylamine (0.20 ml, 1.9 mmol) was added, and the reaction ... Starting materials: BrCC(=O)C=1C=C(SC1C)C(=S)OC (Methyl 4-(2-bromoacetyl)-5-methylthiothiophene-2-carboxylate), NC(=S)NC1=CC=2CC3=CC(=CC=C3C2C=C1)Br (amino[(7-bromofluoren-2-yl)amino]methane-1-thione). The product is Br.BrC1=CC=C2C=3C=CC(=CC3CC2=C1)NC=1SC=C(N1)C=1C=C(SC1C)C(=S)OC (methyl 4-{2-[(7-bromofluoren-2-yl)amino](1,3-thiazol-4-yl)}-5-methylthiothiophene-2-carboxylate hydrobromide). Yield: 84.7%. RXN SMILES: [Br:1][CH2:2][C:3]([C:5]1[CH:6]=[C:7]([C:11]([O:13][CH3:14])=[S:12])[S:8][C:9]=1[CH3:10])=O.[NH2:15][C:16]([NH:18][C:19]1[CH:31]=[CH:30][C:29]2[C:28]3[C:23](=[CH:24][C:25]([Br:32])=[CH:26][CH:27]=3)[CH2:22][C:21]=2[CH:20]=1)=[S:17]>>[BrH:1].[Br:32][C:25]1[CH:24]=[C:23]2[C:28]([C:29]3[CH:30]=[CH:31][C:19]([NH:18][C:16]4[S:17][CH:2]=[C:3]([C:5]5[CH:6]=[C:7]([C:11]([O:13][CH3:14])=[S:12])[S:8][C:9]=5[CH3:10])[N:15]=4)=[CH:20][C:21]=3[CH2:22]2)=[CH:27][CH:26]=1 |f:2.3|. Reported procedure: Methyl 4-(2-bromoacetyl)-5-methylthiothiophene-2-carboxylate (90 mg, 0.28 mmol) was allowed to react with amino[(7-bromofluoren-2-yl)amino]methane-1-thione (92.8 mg) as described in Example 154, step (a) to give 141 mg (82% yield) of methyl 4-{2-[(7-bromofluoren-2-yl)amino](1,3-thiazol-4-yl)}-5-methylthiothiophene-2-carboxylate hydrobromide. 1H NMR (DMSO-d6, 300 MHz) δ2.70 (s, 3H), 3.83 (s, 3H), 3.93 (s, 2H), 7.33 (s, 1H), 7.51 (dd, 1H, J=1.9, 8.0 Hz), 7.65 (dd, 1H, J=2.0, 8.4 Hz), 7.74 (ad, 2H,... The reactants are C1(=CC=CC=C1)C=1N=C(OC1C1=CC=CC=C1)CC12C(CCC1)(O2)C=2C=C(OCC(=O)OCC)C=CC2 (ethyl [3-[2-[(4,5-diphenyloxazol-2-yl)methyl]-1,2-epoxycyclopentyl]phenoxy]acetate). Reagents/catalysts: [Pd] (palladium on carbon). Run in C(C)O (ethanol). Reaction conditions: time 24 hour. The product is C1(=CC=CC=C1)C=1N=C(OC1C1=CC=CC=C1)CC1(C(CCC1)C=1C=C(OCC(=O)OCC)C=CC1)O (ethyl [3-[2-[(4,5-diphenyloxazol-2-yl)methyl]-2-hydroxycyclopentyl]phenoxy]-acetate). The yield is 51.8%. As a reaction SMILES: [C:1]1([C:7]2[N:8]=[C:9]([CH2:18][C:19]34[O:24][C:20]3([C:25]3[CH:26]=[C:27]([CH:35]=[CH:36][CH:37]=3)[O:28][CH2:29][C:30]([O:32][CH2:33][CH3:34])=[O:31])[CH2:21][CH2:22][CH2:23]4)[O:10][C:11]=2[C:12]2[CH:17]=[CH:16][CH:15]=[CH:14][CH:13]=2)[CH:6]=[CH:5][CH:4]=[CH:3][CH:2]=1>C(O)C.[Pd]>[C:1]1([C:7]2[N:8]=[C:9]([CH2:18][C:19]3([OH:24])[CH2:23][CH2:22][CH2:21][CH:20]3[C:25]3[CH:26]=[C:27]([CH:35]=[CH:36][CH:37]=3)[O:28][CH2:29][C:30]([O:32][CH2:33][CH3:34])=[O:31])[O:10][C:11]=2[C:12]2[CH:17]=[CH:16][CH:15]=[CH:14][CH:13]=2)[CH:2]=[CH:3][CH:4]=[CH:5][CH:6]=1. Procedure details: To a solution of ethyl [3-[2-[(4,5-diphenyloxazol-2-yl)methyl]-1,2-epoxycyclopentyl]phenoxy]acetate (500 mg) in ethanol (20 ml) was added palladium on carbon (0.5 g). After being stirred for 24 hours under hydrogen atmosphere, the reaction mixture was filtered. The solvent was evaporated in vacuo to give ethyl [3-[2-[(4,5-diphenyloxazol-2-yl)methyl]-2-hydroxycyclopentyl]phenoxy]-acetate (260 mg).